This data is from the Open Reaction Database (ORD), a public repository of structured organic reaction records. The task is: describe an organic reaction: reactants, conditions, products, and yield Yields the product [Si](C)(C)(C(C)(C)C)OC1C=C(C(C1)(O)C)CC=C ((1RS,4RS)-3-allyl-4-methyl-4-hydroxy-2-cyclopenten-1-yl (t-butyldimethylsilyl) ether). Yield: 84.0%. RXN SMILES: [Si:1]([O:8][CH:9]1[CH2:13][C:12](=[O:14])[C:11]([CH2:15][CH:16]=[CH2:17])=[CH:10]1)([C:4]([CH3:7])([CH3:6])[CH3:5])([CH3:3])[CH3:2].O1CCC[CH2:19]1.C[Li].C(O)(=O)CC(CC(O)=O)(C(O)=O)O>C(OCC)C>[Si:1]([O:8][CH:9]1[CH2:13][C:12]([CH3:19])([OH:14])[C:11]([CH2:15][CH:16]=[CH2:17])=[CH:10]1)([C:4]([CH3:7])([CH3:6])[CH3:5])([CH3:2])[CH3:3]. The solvent is C(C)OCC (diethyl ether). The reactants are [Si](C)(C)(C(C)(C)C)OC1C=C(C(C1)=O)CC=C ((RS)-3-allyl-4-oxo-2-cyclopenten-1-yl (t-butyldimethylsilyl) ether), O1CCCC1 (tetrahydrofuran), aqueous solution, C(CC(O)(C(=O)O)CC(=O)O)(=O)O (citric acid), C[Li] (methyllithium). Conditions: time 2 hour. Procedure details: To a solution mixture of 5 g of (RS)-3-allyl-4-oxo-2-cyclopenten-1-yl (t-butyldimethylsilyl) ether and 50 ml of tetrahydrofuran was added under nitrogen stream 23.7 ml of 1.07 M diethyl ether solution of methyllithium at -78° C. and the resulting mixture was stirred at the same temperature for 2 hours. Then, the reaction liquid was poured into ice-cooled 5% aqueous solution of citric acid and extracted two times with diethyl ether. The combined ether layer was washed successively with saturated ... Run at time 10 minute. The yield is 69.0%. The reagents and catalysts are [Zn] (Zn). Product: COC(=O)C1=C(N(C(C2=C(C=CC=C12)N)=O)C1=CC=CC=C1)C (8-amino-3-methyl-1-oxo-2-phenyl-1,2-dihydro-isoquinoline-4-carboxylic acid methyl ester). The reactants are COC(=O)C1=C(N(C(C2=C(C=CC=C12)[N+](=O)[O-])=O)C1=CC=CC=C1)C (3-methyl-8-nitro-1-oxo-2-phenyl-1,2-dihydro-isoquinoline-4-carboxylic acid methyl ester). Reaction SMILES: [CH3:1][O:2][C:3]([C:5]1[C:14]2[C:9](=[C:10]([N+:15]([O-])=O)[CH:11]=[CH:12][CH:13]=2)[C:8](=[O:18])[N:7]([C:19]2[CH:24]=[CH:23][CH:22]=[CH:21][CH:20]=2)[C:6]=1[CH3:25])=[O:4]>C1COCC1.Cl.[Zn]>[CH3:1][O:2][C:3]([C:5]1[C:14]2[C:9](=[C:10]([NH2:15])[CH:11]=[CH:12][CH:13]=2)[C:8](=[O:18])[N:7]([C:19]2[CH:24]=[CH:23][CH:22]=[CH:21][CH:20]=2)[C:6]=1[CH3:25])=[O:4]. The solvent is C1CCOC1 (THF), Cl (HCl). Procedure details: A suspension of 3-methyl-8-nitro-1-oxo-2-phenyl-1,2-dihydro-isoquinoline-4-carboxylic acid methyl ester (320 mg, 0.95 mmol) and Zn (898 mg, 13.8 mmol) in THF (4.5 ml) and 2M aq. HCl (4.5 ml) was stirred for 10 min, filtered and partitioned between ethyl acetate (3×150 ml) and sat. aq. NaHCO3 (100 ml). The combined organic solution was dried (MgSO4) and evaporated to give 8-amino-3-methyl-1-oxo-2-phenyl-1,2-dihydro-isoquinoline-4-carboxylic acid methyl ester as a dark oil (200 mg, 0.645 mmol, 69%... Reactants: O.NN (hydrazine hydrate), Cl.NC1CC2=CC=C(C=C2C1)C(CCC(=O)OC)=O (methyl 4-(2-amino-indan-5-yl)-4-oxobutyrate hydrochloride). Run in C(C)(=O)O (acetic acid). Run at time 30 minute. Product: NC1CC2=CC=C(C=C2C1)C=1CCC(NN1)=O (6-(2-amino-indan-5-yl)-4,5-dihydro-pyridazin-3(2H)-one). Reaction SMILES: O.[NH2:2][NH2:3].Cl.[NH2:5][CH:6]1[CH2:14][C:13]2[C:8](=[CH:9][CH:10]=[C:11]([C:15](=O)[CH2:16][CH2:17][C:18]([O:20]C)=O)[CH:12]=2)[CH2:7]1>C(O)(=O)C>[NH2:5][CH:6]1[CH2:14][C:13]2[C:8](=[CH:9][CH:10]=[C:11]([C:15]3[CH2:16][CH2:17][C:18](=[O:20])[NH:2][N:3]=3)[CH:12]=2)[CH2:7]1 |f:0.1,2.3|. Reported procedure: 8.5 g (0.17 mol) of 99% hydrazine hydrate are added to 10.0 g (0.035 mol) of methyl 4-(2-amino-indan-5-yl)-4-oxobutyrate hydrochloride in glacial acetic acid and the mixture is boiled for 30 minutes. The mixture is evaporated in vacuo, the residue is dissolved in water and the reaction product is precipitated by neutralisation with sodium hydroxide.